Dataset: the Open Reaction Database (ORD), a public repository of structured organic reaction records. Task: describe an organic reaction: reactants, conditions, products, and yield Starting materials: C(C1=CC=CC=C1)OC1=CC=2CC[C@H]3[C@@H]4C[C@@H]([C@@H]([C@@]4(C)CC[C@@H]3C2C=C1)O)CCCCCCCCCCCBr (3-benzyloxy-16β-(11′-bromoundecanyl)-1,3,5(10)-estratrien-17β-ol). The reagents and catalysts are [Pd] (Pd/C). Run in C1CCOC1 (THF). Product: BrCCCCCCCCCCC[C@@H]1[C@@H]([C@]2(C)[C@@H](C1)[C@@H]1CCC=3C=C(C=CC3[C@H]1CC2)O)O (16β-(11′-bromoundecanyl)-1,3,5(10)-estratrien-3,17β-diol). The yield is 89.0%. As a reaction SMILES: C([O:8][C:9]1[CH:26]=[CH:25][C:24]2[C@@H:23]3[C@H:14]([C@H:15]4[C@@:19]([CH2:21][CH2:22]3)([CH3:20])[C@@H:18]([OH:27])[C@@H:17]([CH2:28][CH2:29][CH2:30][CH2:31][CH2:32][CH2:33][CH2:34][CH2:35][CH2:36][CH2:37][CH2:38][Br:39])[CH2:16]4)[CH2:13][CH2:12][C:11]=2[CH:10]=1)C1C=CC=CC=1>C1COCC1.[Pd]>[Br:39][CH2:38][CH2:37][CH2:36][CH2:35][CH2:34][CH2:33][CH2:32][CH2:31][CH2:30][CH2:29][CH2:28][C@H:17]1[CH2:16][C@H:15]2[C@H:14]3[C@H:23]([CH2:22][CH2:21][C@:19]2([CH3:20])[C@H:18]1[OH:27])[C:24]1[CH:25]=[CH:26][C:9]([OH:8])=[CH:10][C:11]=1[CH2:12][CH2:13]3. Procedure: A stirred suspension of 3-benzyloxy-16β-(11′-bromoundecanyl)-1,3,5(10)-estratrien-17β-ol (step C, 300 mg, 0,50 mmol) and 10% Pd/C (150 mg) in dry THF (4 mL) was stirred under hydrogen atmospheric pressure for 3–6 h. The reaction was followed by TLC until completion. The insoluble material was filtered off with diethyl ether (70 mL) and the filtrate was concentrated to give the crude product. It was purified by flash chromatography (hexanes:acetone (4:1)) to give 225 mg (90%) of a white solid. The reactants are C(C1=CC=CC=C1)N([C@@H]1CC2=CC=CC(=C2CC1)C=1C(=NN(C1C)C)C)C ((2S)-benzyl-methyl-[5-(1,3,5-trimethyl-1 H-pyrazol-4-yl)-1,2,3,4-tetrahydro-naphthalen-2-yl]-amine), CO (MeOH). The reagents and catalysts are [Pd] (Pd/C). Run in C1CCOC1 (THF). Run at time 16 hour. Product: CN[C@@H]1CC2=CC=CC(=C2CC1)C=1C(=NN(C1C)C)C ((2S)-Methyl-[5-(1,3,5-trimethyl-1H-pyrazol-4-yl)-1,2,3,4-tetrahydro-naphthalen-2-yl]-amine). The yield is 91.6%. Reaction SMILES: [CH2:1]([N:8](C)[C@H:9]1[CH2:18][CH2:17][C:16]2[C:11](=[CH:12][CH:13]=[CH:14][C:15]=2[C:19]2[C:20]([CH3:26])=[N:21][N:22]([CH3:25])[C:23]=2[CH3:24])[CH2:10]1)C1C=CC=CC=1.CO>C1COCC1.[Pd]>[CH3:1][NH:8][C@H:9]1[CH2:18][CH2:17][C:16]2[C:11](=[CH:12][CH:13]=[CH:14][C:15]=2[C:19]2[C:20]([CH3:26])=[N:21][N:22]([CH3:25])[C:23]=2[CH3:24])[CH2:10]1. Procedure details: A solution of (2S)-benzyl-methyl-[5-(1,3,5-trimethyl-1 H-pyrazol-4-yl)-1,2,3,4-tetrahydro-naphthalen-2-yl]-amine (3.70 g, 10.291 mmol) in THF (20 mL) was added to Pd/C (1.20 g, 10% weight of Pd on activated carbon), and MeOH (120 mL) was added to the suspension. The reaction mixture was stirred under H2 overnight (ca. 16 h). It was filtered through Celite washing with AcOEt (2×100 mL) and the solvent was concentrated off to give 2.54 g of the methylamine as pale brown oil. The crude was purified... The reactants are CCOC(=O)c1cnc2c(c(C)nn2C)c1N(Cc1ccccc1)S(=O)(=O)c1ccc(OC)cc1, CO, C1CCOC1. Product: COc1ccc(S(=O)(=O)N(Cc2ccccc2)c2c(C(=O)O)cnc3c2c(C)nn3C)cc1. RXN SMILES: [CH2:1]([c:2]1[cH:3][cH:4][cH:5][cH:6][cH:7]1)[N:8]([c:9]1[c:10]2[c:11]([n:12][cH:13][c:14]1[C:15](=[O:16])[O:17][CH2:18][CH3:19])[n:20]([CH3:24])[n:21][c:22]2[CH3:23])[S:25](=[O:26])(=[O:27])[c:28]1[cH:29][cH:30][c:31]([O:34][CH3:35])[cH:32][cH:33]1.[CH3:36][OH:37].[O:38]1[CH2:39][CH2:40][CH2:41][CH2:42]1>>[CH2:1]([c:2]1[cH:3][cH:4][cH:5][cH:6][cH:7]1)[N:8]([c:9]1[c:10]2[c:11]([n:12][cH:13][c:14]1[C:15](=[O:16])[OH:17])[n:20]([CH3:24])[n:21][c:22]2[CH3:23])[S:25](=[O:26])(=[O:27])[c:28]1[cH:29][cH:30][c:31]([O:34][CH3:35])[cH:32][cH:33]1. Reactants: ClC1=NC(=CC(=C1[N+](=O)[O-])Cl)C (2,4-Dichloro-6-methyl-3-nitropyridine), C(C)NCCCC (N-ethylbutylamine), C(C)(C)N(C(C)C)CC (N,N-diisopropylethylamine). The product is ClC1=NC(=CC(=C1[N+](=O)[O-])N(CC)CCCC)C (2-Chloro-4-(N-butyl-N-ethylamino)-6-methyl-3-nitropyridine). RXN SMILES: [Cl:1][C:2]1[C:7]([N+:8]([O-:10])=[O:9])=[C:6](Cl)[CH:5]=[C:4]([CH3:12])[N:3]=1.[CH2:13]([NH:15][CH2:16][CH2:17][CH2:18][CH3:19])[CH3:14].C(N(CC)C(C)C)(C)C>>[Cl:1][C:2]1[C:7]([N+:8]([O-:10])=[O:9])=[C:6]([N:15]([CH2:16][CH2:17][CH2:18][CH3:19])[CH2:13][CH3:14])[CH:5]=[C:4]([CH3:12])[N:3]=1. Reported procedure: 2,4-Dichloro-6-methyl-3-nitropyridine (1 g, 4.83 mmol), N-ethylbutylamine (0.75 mL, 5.55 mmol), and N,N-diisopropylethylamine (1 mL, 6 mmol) were stirred at 25° C. for 24 h and at reflux for 5 h. Then the mixture was stripped in vacuo and the residue was partitioned between EtOAc (75 mL), and water (50 mL). The organic layer was washed with water (30 mL), brine (30 mL), dried (MgSO4) and stripped in vacuo. The residue was chromatographed on silica gel (10%) EtOAc/hexanes eluent) to give the two ... Reactants: ClC1=CC=C(C(=O)O)C=C1 (4-chlorobenzoic acid), C#CCCCCCCCC (1-decyne), PdCl2(CH3CN)2, C(=O)([O-])[O-].[Cs+].[Cs+] (Cs2CO3), O (water). Reagents/catalysts: C1(CCCCC1)P(C1=C(C=CC=C1)C1=C(C=C(C=C1C(C)C)S(=O)(=O)[O-])C(C)C)C1CCCCC1.[Na+] (sodium 2′-(dicyclohexyl-phosphanyl)-2,6-diisopropyl-biphenyl-4-sulfonate). The solvent is C(C)#N (acetonitrile). Yields the product C(#CCCCCCCCC)C1=CC=C(C(=O)O)C=C1 (4-dec-1-ynyl-benzoic acid). Yield: 85.9%. RXN SMILES: Cl[C:2]1[CH:10]=[CH:9][C:5]([C:6]([OH:8])=[O:7])=[CH:4][CH:3]=1.[CH:11]#[C:12][CH2:13][CH2:14][CH2:15][CH2:16][CH2:17][CH2:18][CH2:19][CH3:20].C([O-])([O-])=O.[Cs+].[Cs+].O>C1(P(C2CCCCC2)C2C=CC=CC=2C2C(C(C)C)=CC(S([O-])(=O)=O)=CC=2C(C)C)CCCCC1.[Na+].C(#N)C>[C:11]([C:2]1[CH:10]=[CH:9][C:5]([C:6]([OH:8])=[O:7])=[CH:4][CH:3]=1)#[C:12][CH2:13][CH2:14][CH2:15][CH2:16][CH2:17][CH2:18][CH2:19][CH3:20] |f:2.3.4,6.7|. Reported procedure: The general procedure described in Example 27 was used with 4-chlorobenzoic acid (79 mg, 0.50 mmol), 1-decyne (0.136 mL, 0.75 mmol), PdCl2(CH3CN)2 (3.2 mg, 0.0125 mmol, 1.25 mol %), sodium 2′-(dicyclohexyl-phosphanyl)-2,6-diisopropyl-biphenyl-4-sulfonate (20.0 mg, 0.0375 mmol, 3.75 mol %), Cs2CO3 (650 mg, 2.00 mmol), water (1.0 mL), acetonitrile (1.0 mL), 12 h, 100° C. The product was isolated as a white solid (111 mg, 86%). Mp=103° C. 1H NMR (400 MHz, CDCl3) δ: 11.0 (br-s, 1H), 8.04 (d, 2H, J=8... Starting materials: CC(=O)O, COC(=O)c1cc(C)nc(Cl)c1, [Na+], O=C([O-])O, OO. The product is COC(=O)c1cc(C)[n+]([O-])c(Cl)c1. Reaction SMILES: [C:18]([OH:19])(=[O:20])[CH3:21].[Cl:1][c:2]1[cH:3][c:4]([C:5](=[O:6])[O:7][CH3:8])[cH:9][c:10]([CH3:12])[n:11]1.[Na+:17].[O-:13][C:14]([OH:15])=[O:16].[OH:22][OH:23]>>[Cl:1][c:2]1[cH:3][c:4]([C:5](=[O:6])[O:7][CH3:8])[cH:9][c:10]([CH3:12])[n+:11]1[O-:13]. Reactants: C1(CCCC1)/C=C/[C@@H](O)[C@H]1[C@H]([C@H](C(O1)=O)OC)O ((3R,4R,5S)-5-[(1R,2E)-3-cyclopentyl-1-hydroxyprop-2-en-1-yl]-4-hydroxy-3-methoxydihydrofuran-2(3H)-one), Cl.N[C@H]1COC2=C(NC1=O)C=CC=C2C2=CC=CC=C2 ((3S)-3-amino-9-phenyl-2,3-dihydro-1,5-benzoxazepin-4(5H)-one hydrochloride), C(C)C(C(=O)[O-])CCCC.[Na+] (sodium 2-ethylhexanoate). The solvent is C1CCOC1 (THF). Yields the product C1(CCCC1)/C=C/[C@H]([C@@H]([C@H]([C@H](C(=O)N[C@H]1COC2=C(NC1=O)C=CC=C2C2=CC=CC=C2)OC)O)O)O ((2R,3R,4S,5R,6E)-7-cyclopentyl-3,4,5-trihydroxy-2-methoxy-N-[(3S)-4-oxo-9-phenyl-2,3,4,5-tetrahydro-1,5-benzoxazepin-3-yl]hept-6-enamide). RXN SMILES: [CH:1]1(/[CH:6]=[CH:7]/[C@H:8]([C@@H:10]2[O:14][C:13](=[O:15])[C@H:12]([O:16][CH3:17])[C@@H:11]2[OH:18])[OH:9])[CH2:5][CH2:4][CH2:3][CH2:2]1.Cl.[NH2:20][C@@H:21]1[C:27](=[O:28])[NH:26][C:25]2[CH:29]=[CH:30][CH:31]=[C:32]([C:33]3[CH:38]=[CH:37][CH:36]=[CH:35][CH:34]=3)[C:24]=2[O:23][CH2:22]1.C(C(CCCC)C([O-])=O)C.[Na+]>C1COCC1>[CH:1]1(/[CH:6]=[CH:7]/[C@@H:8]([OH:9])[C@H:10]([OH:14])[C@@H:11]([OH:18])[C@@H:12]([O:16][CH3:17])[C:13]([NH:20][C@@H:21]2[C:27](=[O:28])[NH:26][C:25]3[CH:29]=[CH:30][CH:31]=[C:32]([C:33]4[CH:34]=[CH:35][CH:36]=[CH:37][CH:38]=4)[C:24]=3[O:23][CH2:22]2)=[O:15])[CH2:5][CH2:4][CH2:3][CH2:2]1 |f:1.2,3.4|. Procedure: 100 mg of 32 (390 μmol), 113 mg of 38 (390 μmol) and 162 mg of sodium 2-ethylhexanoate (0.98 mmol) in 2 mL of THF are successively introduced into a Wheaton tube, with stirring and under an argon atmosphere. The stirring is maintained at RT for 24 h. The reaction medium is concentrated to dryness. The residues are chromatographed on a silica cartridge (8 g, eluent AcOEt). 79 mg of expected product Ex16 are recovered. Starting materials: CC1=C(CNC=2C=C3C(NC(=NC3=CC2)N2N=CC(=C2)C(=O)OCC)=O)C(=CC=C1)C (ethyl 1-(6-((2,6-dimethylbenzyl)amino)-4-oxo-3,4-dihydroquinazolin-2-yl)-1H-pyrazole-4-carboxylate), CNC (dimethylamine). Product: CC1=C(CNC=2C=C3C(=NC(=NC3=CC2)N2N=CC(=C2)C(=O)O)N(C)C)C(=CC=C1)C (1-(6-((2,6-Dimethylbenzyl)amino)-4-(dimethylamino)quinazolin-2-yl)-1H-pyrazole-4-carboxylic acid). RXN SMILES: [CH3:1][C:2]1[CH:30]=[CH:29][CH:28]=[C:27]([CH3:31])[C:3]=1[CH2:4][NH:5][C:6]1[CH:7]=[C:8]2[C:13](=[CH:14][CH:15]=1)[N:12]=[C:11]([N:16]1[CH:20]=[C:19]([C:21]([O:23]CC)=[O:22])[CH:18]=[N:17]1)[NH:10][C:9]2=O.[CH3:32][NH:33][CH3:34]>>[CH3:31][C:27]1[CH:28]=[CH:29][CH:30]=[C:2]([CH3:1])[C:3]=1[CH2:4][NH:5][C:6]1[CH:7]=[C:8]2[C:13](=[CH:14][CH:15]=1)[N:12]=[C:11]([N:16]1[CH:20]=[C:19]([C:21]([OH:23])=[O:22])[CH:18]=[N:17]1)[N:10]=[C:9]2[N:33]([CH3:34])[CH3:32]. Procedure: The above compound may be made analogous to Example 1 using ethyl 1-(6-((2,6-dimethylbenzyl)amino)-4-oxo-3,4-dihydroquinazolin-2-yl)-1H-pyrazole-4-carboxylate in step D and dimethylamine in step E. MS (ESI/CI): predicted mass C23H24N6O2, 416.20.